Dataset: the Open Reaction Database (ORD), a public repository of structured organic reaction records. Task: describe an organic reaction: reactants, conditions, products, and yield Reactants: [N+](=O)([O-])C1=C(C=O)C=CC=C1 (2-nitrobenzaldehyde), Cl (hydrochlorid), [BH4-].[Na+] (sodium borohydride), NC1CCN(CC1)CC1=CC=CC=C1 (4-amino-1-benzyl-piperadine), [OH-].[Na+] (sodium hydroxide). The solvent is O (water), CO (methanol), CO (methanol). Conditions: time 1 hour. The product is C(C1=CC=CC=C1)N1CCC(CC1)NCC1=C(C=CC=C1)[N+](=O)[O-] ((1-Benzyl-piperidin-4-yl)-(2-nitro-benzyl)-amine). Isolated yield 99.8%. RXN SMILES: [N+:1]([C:4]1[CH:11]=[CH:10][CH:9]=[CH:8][C:5]=1[CH:6]=O)([O-:3])=[O:2].[NH2:12][CH:13]1[CH2:18][CH2:17][N:16]([CH2:19][C:20]2[CH:25]=[CH:24][CH:23]=[CH:22][CH:21]=2)[CH2:15][CH2:14]1.[BH4-].[Na+].Cl.[OH-].[Na+]>CO.O>[CH2:19]([N:16]1[CH2:17][CH2:18][CH:13]([NH:12][CH2:6][C:5]2[CH:8]=[CH:9][CH:10]=[CH:11][C:4]=2[N+:1]([O-:3])=[O:2])[CH2:14][CH2:15]1)[C:20]1[CH:21]=[CH:22][CH:23]=[CH:24][CH:25]=1 |f:2.3,5.6|. Procedure: 5955 g 2-nitrobenzaldehyde was suspended in 10 L methanol under nitrogen atmosphere and 7500 g 4-amino-1-benzyl-piperadine in 5 L methanol was added over 30 min. The reaction was stirred 1 h at RT. The reaction mixture was cooled to 0° C. and a cold solution of 1044 g sodium borohydride in 6425 mL water was added at a rate to keep the temperature below 10° C. After 1 h stirring at 0° C. and 1 h at RT the reaction was cooled again to 0° C. and aqueous 4 mol/L hydrochlorid acid was added. Then the... Starting materials: FC(C(=O)O)(F)F.C(CC1=CC=CC=C1)NC(C(C(=O)NCCC1=CC=CC=C1)N)=O (N,N′-diphenethyl-2-aminomalonamide trifluoroacetic acid salt), Cl.C(C)N=C=NCCCN(C)C (1-ethyl-3-(3-(dimethylamino)propyl)carbodiimide hydrochloric acid salt), Br[C@@H](C(=O)O)C(C)C ((R)-2-bromo-3-methylbutyric acid), CN1CCOCC1 (N-methylmorpholine), O.ON1N=NC2=C1C=CC=C2 (1 -hydroxybenztriazole hydrate). Solvent: C(C)(=O)OCC.CCCCCC (ethyl acetate hexane), ClCCl (dichloromethane). Reaction conditions: time 18 hour. The product is C(CC1=CC=CC=C1)NC(C(C(=O)NCCC1=CC=CC=C1)NC([C@@H](C(C)C)Br)=O)=O (N,N ′-Diphenethyl-2-((R)-2-bromo-3 -methylbutyrylamino)malonamide). Isolated yield 67.0%. RXN SMILES: FC(F)(F)C(O)=O.[CH2:8]([NH:16][C:17](=[O:31])[CH:18]([NH2:30])[C:19]([NH:21][CH2:22][CH2:23][C:24]1[CH:29]=[CH:28][CH:27]=[CH:26][CH:25]=1)=[O:20])[CH2:9][C:10]1[CH:15]=[CH:14][CH:13]=[CH:12][CH:11]=1.[Br:32][C@H:33]([CH:37]([CH3:39])[CH3:38])[C:34](O)=[O:35].CN1CCOCC1.Cl.C(N=C=NCCCN(C)C)C.O.ON1C2C=CC=CC=2N=N1>C(OCC)(=O)C.CCCCCC.ClCCl>[CH2:22]([NH:21][C:19](=[O:20])[CH:18]([NH:30][C:34](=[O:35])[C@H:33]([Br:32])[CH:37]([CH3:39])[CH3:38])[C:17]([NH:16][CH2:8][CH2:9][C:10]1[CH:11]=[CH:12][CH:13]=[CH:14][CH:15]=1)=[O:31])[CH2:23][C:24]1[CH:25]=[CH:26][CH:27]=[CH:28][CH:29]=1 |f:0.1,4.5,6.7,8.9|. Procedure details: Combine N,N′-diphenethyl-2-aminomalonamide trifluoroacetic acid salt (0.285 g, 0.655 mmol) and dichloromethane (5 mL). Add (R)-2-bromo-3-methylbutyric acid (0.118 g, 0.655 mmol), N-methylmorpholine (0.10 mL, 0.983 mmol), and 1-ethyl-3-(3-(dimethylamino)propyl)carbodiimide hydrochloric acid salt (0.14 g, 0.725 mmol), and 1 -hydroxybenztriazole hydrate (0.10 g, 0.72 mmol). After 18 hours, evaporate the reaction mixture in vacuo, dilute the concentrated reaction mixture with ethyl acetate, extract ... Reactants: CN1C(N(C(C=2C1=CN(C2B(O)O)CCSC(C2=CC=CC=C2)(C2=CC=CC=C2)C2=CC=CC=C2)=O)C)=O (1,3-dimethyl-2,4-dioxo-6-(2-(tritylthio)ethyl)-2,3,4,6-tetrahydro-1H-pyrrolo[3,4-d]pyrimidin-5-ylboronic acid), C(O)([O-])=O.[Na+] (sodium hydrogen carbonate), Pd-118, CN1C(N(C(C=2C1=CN(C2B(O)O)CCSC(C2=CC=CC=C2)(C2=CC=CC=C2)C2=CC=CC=C2)=O)C)=O (1,3-dimethyl-2,4-dioxo-6-(2-(tritylthio)ethyl)-2,3,4,6-tetrahydro-1H-pyrrolo[3,4-d]pyrimidin-5-ylboronic acid), BrC=1SC=C(N1)C(=O)OCC (ethyl 2-bromothiazole-4-carboxylate). Solvent: O (water), C(Cl)Cl (DCM), O (Water), C(C)(=O)OCCCC (n-butyl acetate). Run at temperature 80 celsius, time 5 minute. Product: CN1C(N(C(C=2C1=CN(C2C=2SC=C(N2)C(=O)OCC)CCSC(C2=CC=CC=C2)(C2=CC=CC=C2)C2=CC=CC=C2)=O)C)=O (Ethyl 2-(1,3-dimethyl-2,4-dioxo-6-(2-(tritylthio)ethyl)-2,3,4,6-tetrahydro-1H-pyrrolo[3,4-d]pyrimidin-5-yl)thiazole-4-carboxylate). RXN SMILES: [CH3:1][N:2]1[C:7]2=[CH:8][N:9]([CH2:14][CH2:15][S:16][C:17]([C:30]3[CH:35]=[CH:34][CH:33]=[CH:32][CH:31]=3)([C:24]3[CH:29]=[CH:28][CH:27]=[CH:26][CH:25]=3)[C:18]3[CH:23]=[CH:22][CH:21]=[CH:20][CH:19]=3)[C:10](B(O)O)=[C:6]2[C:5](=[O:36])[N:4]([CH3:37])[C:3]1=[O:38].Br[C:40]1[S:41][CH:42]=[C:43]([C:45]([O:47][CH2:48][CH3:49])=[O:46])[N:44]=1.C(=O)([O-])O.[Na+]>C(OCCCC)(=O)C.O.C(Cl)Cl>[CH3:1][N:2]1[C:7]2=[CH:8][N:9]([CH2:14][CH2:15][S:16][C:17]([C:30]3[CH:35]=[CH:34][CH:33]=[CH:32][CH:31]=3)([C:24]3[CH:29]=[CH:28][CH:27]=[CH:26][CH:25]=3)[C:18]3[CH:23]=[CH:22][CH:21]=[CH:20][CH:19]=3)[C:10]([C:40]3[S:41][CH:42]=[C:43]([C:45]([O:47][CH2:48][CH3:49])=[O:46])[N:44]=3)=[C:6]2[C:5](=[O:36])[N:4]([CH3:37])[C:3]1=[O:38] |f:2.3|. Procedure details: (1,3-dimethyl-2,4-dioxo-6-(2-(tritylthio)ethyl)-2,3,4,6-tetrahydro-1H-pyrrolo[3,4-d]pyrimidin-5-yl)boronic acid (Intermediate F) (1001 mg, 1.906 mmol), ethyl 2-bromothiazole-4-carboxylate (409 mg, 1.732 mmol), sodium hydrogen carbonate (291 mg, 3.46 mmol) and Pd-118 (113 mg, 0.173 mmol) were suspended in n-butyl acetate (12.3 ml) and heated to 80° C. Water (3.08 ml) was then added and the mixture heated at 80° C. for 21 hours. The mixture was then cooled to room temperature and diluted with wate... Starting materials: C(C)(=O)C=1OC2=C(C1)C=CC=C2 (2-acetylbenzofuran), FC(C(C(C(=O)OCC)(F)F)(F)F)(F)F (ethyl heptafluorobutyrate). Yields the product O1C(=CC2=C1C=CC=C2)C(CC(C(C(C(F)(F)F)(F)F)(F)F)=O)=O (1-(2-Benzofuryl)-4,4,5,5,6,6,6-heptafluoro-1,3-hexanedione). Reaction SMILES: [C:1]([C:4]1[O:5][C:6]2[CH:12]=[CH:11][CH:10]=[CH:9][C:7]=2[CH:8]=1)(=[O:3])[CH3:2].[F:13][C:14]([F:27])([F:26])[C:15]([F:25])([F:24])[C:16]([F:23])([F:22])[C:17](OCC)=[O:18]>>[O:5]1[C:6]2[CH:12]=[CH:11][CH:10]=[CH:9][C:7]=2[CH:8]=[C:4]1[C:1](=[O:3])[CH2:2][C:17](=[O:18])[C:16]([F:22])([F:23])[C:15]([F:24])([F:25])[C:14]([F:27])([F:26])[F:13]. Reported procedure: The compound was synthesized according to example 1 using 2-acetylbenzofuran and ethyl heptafluorobutyrate as starting materials. The product was crystallized from petroleum ether. 1H NMR (CDCl3): 6.74 (s, 1 H); 7.35 (ddd, 1H, J=0.9 & 7.2 & 8.0 Hz); 7.52 (ddd, 1H, J=1.3 & 7.2 & 8.4 Hz); 7.58-7.61 (m, 1 H); 7.68 (d, 1H, J=0.9 Hz); 7.71-7.74 (m, 1 H). IR (film): 1614 (C═O); 1232 (C—F). The reactants are CO (methanol), P(Cl)(Cl)(Cl)(Cl)Cl (phosphorus pentachloride), C(C1=CC=CC=C1)(=O)NC(CCCC(=O)NC1[C@@H]2N(C(=C(CS2)C=C)C(=O)OC(C2=CC=CC=C2)C2=CC=CC=C2)C1=O)C(=O)OC(C1=CC=CC=C1)C1=CC=CC=C1 (benzhydryl 7-(5-benzamido-5-benzhydryloxycarbonylpentanamido)-3-vinyl-3-cephem-4-carboxylate), N1=CC=CC=C1 (pyridine). Solvent: O (water), C(C)(=O)OCC (ethyl acetate), C(Cl)Cl (methylene chloride). Reaction conditions: time 20 minute. The product is Cl.NC1[C@@H]2N(C(=C(CS2)C=C)C(=O)O)C1=O (7-amino-3-vinyl-3-cephem-4-carboxylate hydrochloride). Yield: 128.8%. RXN SMILES: P(Cl)(Cl)(Cl)(Cl)[Cl:2].N1C=CC=CC=1.C(NC(C(OC(C1C=CC=CC=1)C1C=CC=CC=1)=O)CCCC([NH:28][CH:29]1[C:54](=[O:55])[N:31]2[C:32]([C:38]([O:40]C(C3C=CC=CC=3)C3C=CC=CC=3)=[O:39])=[C:33]([CH:36]=[CH2:37])[CH2:34][S:35][C@H:30]12)=O)(=O)C1C=CC=CC=1.CO>C(Cl)Cl.O.C(OCC)(=O)C>[ClH:2].[NH2:28][CH:29]1[C:54](=[O:55])[N:31]2[C:32]([C:38]([OH:40])=[O:39])=[C:33]([CH:36]=[CH2:37])[CH2:34][S:35][C@H:30]12 |f:7.8|. Reported procedure: To a suspension of phosphorus pentachloride (15.5 g) in methylene chloride (200 ml) was added dropwise pyridine (5.9 g) at 5° to 10° C. with stirring, and the stirring was continued at 5° C. for 20 minutes. Thereto was added at a time benzhydryl 7-(5-benzamido-5-benzhydryloxycarbonylpentanamido)-3-vinyl-3-cephem-4-carboxylate (20 g) at 5° C., and the mixture was stirred at the same temperature for 2 hours. To the reaction mixture was added gradually methanol (120 ml) at -40° C., followed by stir... The reactants are CN(CCCN=C=NCC)C (1-(3-dimethylaminopropyl)-3-ethylcarbodiimide), C1(=CC=CC2=CC=CC=C12)OCC(=O)O ((1-naphthyloxy)acetic acid), ON1N=NC2=C1C=CC=C2 (1-hydroxybenzotriazole), solution, CN (methylamine). Solvent: C(C)(=O)OCC (ethyl acetate), C(Cl)Cl (DCM), CN(C=O)C (N,N-dimethylformamide). Reaction conditions: time 30 minute. Yields the product CNC(COC1=CC=CC2=CC=CC=C12)=O (N-methyl-2-(1-naphthyloxy)acetamide). Yield: 109.2%. RXN SMILES: [CH3:1][N:2](C)CCCN=C=NCC.[C:12]1([O:22][CH2:23][C:24]([OH:26])=O)[C:21]2[C:16](=[CH:17][CH:18]=[CH:19][CH:20]=2)[CH:15]=[CH:14][CH:13]=1.ON1C2C=CC=CC=2N=N1.CN>C(Cl)Cl.CN(C)C=O.C(OCC)(=O)C>[CH3:1][NH:2][C:24](=[O:26])[CH2:23][O:22][C:12]1[C:21]2[C:16](=[CH:17][CH:18]=[CH:19][CH:20]=2)[CH:15]=[CH:14][CH:13]=1. Reported procedure: At 0° C., 1-(3-dimethylaminopropyl)-3-ethylcarbodiimide (14.2 g, 74.2 mmol) was added to a solution of (1-naphthyloxy)acetic acid (15.0 g, 74.2 mmol) and 1-hydroxybenzotriazole (10.0 g, 74.2 mmol) in DCM (100 ml) and N,N-dimethylformamide (100 ml). The reaction mixture was stirred for 30 min at this temperature. A 8.0 M solution of methylamine (185 ml, 1.4 mol) was added. The reaction mixture was stirred for 16 hours, while it was warming up to room temperature. It was diluted with ethyl acetate... Reactants: 1-toluene, solution, C[O-].[Na+] (sodium methoxide), compound 231, [Br-] (bromide), C(C)(=O)O[C@@H]1[C@H](C(O[C@@H]([C@H]1OC(C)=O)COC(C)=O)Br)N1C(C=2C(C1=O)=CC=CC2)=O (3,4,6-tri-O-acetyl-2-deoxy-2-phthalimido-D-glucopyranosyl bromide), C(C=C)OCCCCCO (Allyloxy-5-pentanol), N1=C(C=C(C=C1C)C)C (collidine), 1-chloroform. The reagents and catalysts are FC(S(=O)(=O)[O-])(F)F.[Ag+] (silver trifluoromethanesulphonate). Solvent: C(C)(=O)OCC (ethyl acetate), CO (methanol), CO (methanol), ClCCl (dichloromethane), ClCCl (dichloromethane), ClCCl (dichloromethane), CO (methanol), C(C)N(CC)CC (triethylamine). Reaction conditions: temperature 0 celsius, time 3 hour. The product is C1(C=2C(C(N1[C@H]1[C@H](OCCCCCOCC=C)O[C@@H]([C@H]([C@@H]1O)O)CO)=O)=CC=CC2)=O (5-Allyloxypentyl 2-deoxy-2-phthalimido-β-D-glucopyranoside). The yield is 54.2%. RXN SMILES: C([O:4][C@H:5]1[C@H:10]([O:11]C(=O)C)[C@@H:9]([CH2:15][O:16]C(=O)C)[O:8][CH:7](Br)[C@@H:6]1[N:21]1[C:25](=[O:26])[C:24]2=[CH:27][CH:28]=[CH:29][CH:30]=[C:23]2[C:22]1=[O:31])(=O)C.[CH2:32]([O:35][CH2:36][CH2:37][CH2:38][CH2:39][CH2:40][OH:41])[CH:33]=[CH2:34].N1C(C)=CC(C)=CC=1C.[Br-].C[O-].[Na+]>ClCCl.CO.FC(F)(F)S([O-])(=O)=O.[Ag+].C(N(CC)CC)C.C(OCC)(=O)C>[C:25]1(=[O:26])[N:21]([C@@H:6]2[C@@H:5]([OH:4])[C@H:10]([OH:11])[C@@H:9]([CH2:15][OH:16])[O:8][C@H:7]2[O:41][CH2:40][CH2:39][CH2:38][CH2:37][CH2:36][O:35][CH2:32][CH:33]=[CH2:34])[C:22](=[O:31])[C:23]2=[CH:30][CH:29]=[CH:28][CH:27]=[C:24]12 |f:4.5,8.9|. Procedure details: A solution of 3,4,6-tri-O-acetyl-2-deoxy-2-phthalimido-D-glucopyranosyl bromide 230 (5.0 g, 10.0 mmol) in dichloromethane (5 mL) was added dropwise to a mixture of the alcohol 229 (1.33 mL, 10 mmol), silver trifluoromethanesulphonate (2.57 g, 10.0 mmol) and collidine (1.23 mL, 9.0 mmol) in dichloromethane (10 mL) at -70° C. After stirring for 3 hours at -70°, t.l.c. (2:1-toluene and ethyl acetate) indicated that the starting bromide and the reaction product had the same Rf. After addition of som...